This data is from the Open Reaction Database (ORD), a public repository of structured organic reaction records. The task is: describe an organic reaction: reactants, conditions, products, and yield Reactants: C(C=C)OC1=NC=CC(=C1)C1=NC(=C(C(=N1)NS(=O)(=O)C1=NC=C(C=C1)C)OC1=C(C=CC=C1)OC)OC (5-methyl-pyridine-2-sulfonic acid [2-(2-allyloxy-pyridin-4-yl)-6-methoxy-5-(2-methoxy-phenoxy)-pyrimidin-4-yl]-amide), [BH4-].[Na+] (NaBH4), Cl (HCl), product, tetrakis-(triphenylphosphine)palladium. Run in C1CCOC1 (THF). Run at time 2 hour. Product: OC1=NC=CC(=C1)C1=NC(=C(C(=N1)NS(=O)(=O)C1=NC=C(C=C1)C)OC1=C(C=CC=C1)OC)OC (5-methyl-pyridine-2-sulfonic acid [2-(2-hydroxy-pyridin-4-yl)-6-methoxy-5-(2-methoxy-phenoxy)-pyrimidin-4-yl]-amide). Reaction SMILES: C([O:4][C:5]1[CH:10]=[C:9]([C:11]2[N:16]=[C:15]([NH:17][S:18]([C:21]3[CH:26]=[CH:25][C:24]([CH3:27])=[CH:23][N:22]=3)(=[O:20])=[O:19])[C:14]([O:28][C:29]3[CH:34]=[CH:33][CH:32]=[CH:31][C:30]=3[O:35][CH3:36])=[C:13]([O:37][CH3:38])[N:12]=2)[CH:8]=[CH:7][N:6]=1)C=C.[BH4-].[Na+].Cl>C1COCC1>[OH:4][C:5]1[CH:10]=[C:9]([C:11]2[N:16]=[C:15]([NH:17][S:18]([C:21]3[CH:26]=[CH:25][C:24]([CH3:27])=[CH:23][N:22]=3)(=[O:20])=[O:19])[C:14]([O:28][C:29]3[CH:34]=[CH:33][CH:32]=[CH:31][C:30]=3[O:35][CH3:36])=[C:13]([O:37][CH3:38])[N:12]=2)[CH:8]=[CH:7][N:6]=1 |f:1.2|. Procedure details: 60 mg of 5-methyl-pyridine-2-sulfonic acid [2-(2-allyloxy-pyridin-4-yl)-6-methoxy-5-(2-methoxy-phenoxy)-pyrimidin-4-yl]-amide, product of example 39, were suspended in THF (5 ml), treated at RT with 2.2 mg of tetrakis-(triphenylphosphine)palladium and stirred for 5 minutes after which time 6.4 mg of NaBH4 were added. The mixture was stirred for 2 h until the reaction was completed according to TLC analysis. The reaction mixture was poured into cold diluted HCl, the product extracted into AcOEt. ... The product is Clc1nc2ccccc2cc1CBr. Reactants: BrC(Br)(Br)Br, OCc1cc2ccccc2nc1Cl, c1ccc(P(c2ccccc2)c2ccccc2)cc1. As a reaction SMILES: [Br:33][C:34]([Br:35])([Br:36])[Br:37].[Cl:1][c:2]1[n:3][c:4]2[cH:5][cH:6][cH:7][cH:8][c:9]2[cH:10][c:11]1[CH2:12][OH:13].[c:14]1([P:15]([c:16]2[cH:17][cH:18][cH:19][cH:20][cH:21]2)[c:22]2[cH:23][cH:24][cH:25][cH:26][cH:27]2)[cH:28][cH:29][cH:30][cH:31][cH:32]1>>[Cl:1][c:2]1[n:3][c:4]2[cH:5][cH:6][cH:7][cH:8][c:9]2[cH:10][c:11]1[CH2:12][Br:33]. Starting materials: O (water), CC1=NN=C2N1C=C(N=C2NC)C=O (3-Methyl-8-methylamino-[1,2,4]-triazolo[4,3-a]pyrazine-6-carbaldehyde), C(C1=CC=CC=C1)N (benzylamine), ON=C(C(C)=O)C1=CC=CC=C1 (1-hydroxyimino-1-phenyl-propan-2-one). Solvent: C(C)(=O)O (acetic acid). Run at temperature 120 celsius, time 2 hour. Yields the product C(C1=CC=CC=C1)N1C(=NC(=C1C)C1=CC=CC=C1)C=1N=C(C=2N(C1)C(=NN2)C)NC (6-(1-benzyl-5-methyl-4-phenyl-1H-imidazol-2-yl)-N,3-dimethyl-[1,2,4]triazolo[4,3-a]pyrazin-8-amine). Reaction SMILES: [CH3:1][C:2]1[N:6]2[CH:7]=[C:8]([CH:13]=O)[N:9]=[C:10]([NH:11][CH3:12])[C:5]2=[N:4][N:3]=1.[CH2:15]([NH2:22])[C:16]1[CH:21]=[CH:20][CH:19]=[CH:18][CH:17]=1.O[N:24]=[C:25]([C:29]1[CH:34]=[CH:33][CH:32]=[CH:31][CH:30]=1)[C:26](=O)[CH3:27].O>C(O)(=O)C>[CH2:15]([N:22]1[C:26]([CH3:27])=[C:25]([C:29]2[CH:34]=[CH:33][CH:32]=[CH:31][CH:30]=2)[N:24]=[C:13]1[C:8]1[N:9]=[C:10]([NH:11][CH3:12])[C:5]2[N:6]([C:2]([CH3:1])=[N:3][N:4]=2)[CH:7]=1)[C:16]1[CH:21]=[CH:20][CH:19]=[CH:18][CH:17]=1. Procedure: 3-Methyl-8-methylamino-[1,2,4]-triazolo[4,3-a]pyrazine-6-carbaldehyde (34 mg; 0.18 mmol), benzylamine (20 μl; 0.18 mmol) and 1-hydroxyimino-1-phenyl-propan-2-one (32 mg; 0.18 mmol) are dissolved in 0.6 ml acetic acid stirred for 2 h at 120° C. The reaction mixture is treated with water and extracted with DCM. The organic layer is dried over MgSO4 and evaporated to dryness. The crude intermediate is dissolved in 20 ml of THF and treated with Ra—Ni. The reaction mixture is stirred for 2 days at 25... Starting materials: Cc1sc(C(=O)OC(C)C)cc1Br, CN(C)C=O, N#C[Cu]C#N, N#C[Na]. The product is Cc1sc(C(=O)OC(C)C)cc1C#N. As a reaction SMILES: [Br:1][c:2]1[cH:3][c:4]([C:8](=[O:9])[O:10][CH:11]([CH3:12])[CH3:13])[s:5][c:6]1[CH3:7].[CH3:22][N:23]([CH3:24])[CH:25]=[O:26].[Cu:14]([C:15]#[N:16])[C:17]#[N:18].[Na:19][C:20]#[N:21]>>[c:2]1([C:15]#[N:16])[cH:3][c:4]([C:8](=[O:9])[O:10][CH:11]([CH3:12])[CH3:13])[s:5][c:6]1[CH3:7]. Starting materials: [BH3-]C#N, CO, NCC1CC1, [Na+], O=Cc1ccc(Oc2ccccc2)cc1. Product: c1ccc(Oc2ccc(CNCC3CC3)cc2)cc1. Reaction SMILES: [C:21]([BH3-:22])#[N:23].[CH3:25][OH:26].[CH:16]1([CH2:19][NH2:20])[CH2:17][CH2:18]1.[Na+:24].[O:1]([c:2]1[cH:3][cH:4][cH:5][cH:6][cH:7]1)[c:8]1[cH:9][cH:10][c:11]([CH:12]=[O:13])[cH:14][cH:15]1>>[O:1]([c:2]1[cH:3][cH:4][cH:5][cH:6][cH:7]1)[c:8]1[cH:9][cH:10][c:11]([CH2:12][NH:20][CH2:19][CH:16]2[CH2:17][CH2:18]2)[cH:14][cH:15]1.